Dataset: the Open Reaction Database (ORD), a public repository of structured organic reaction records. Task: describe an organic reaction: reactants, conditions, products, and yield Starting materials: O=C1C(=CN=C(N1)C1=C(C=CC=C1)OCC)C(=O)OCC (ethyl 1,6-dihydro-6-oxo-2-(2-ethoxyphenyl)pyrimidine-5-carboxylate), N (ammonia). The product is O=C1C(=CN=C(N1)C1=C(C=CC=C1)OCC)C(=O)N (1,6-Dihydro-6-oxo-2-(2-ethoxyphenyl)pyrimidine-5-carboxamide). Isolated yield 77.0%. RXN SMILES: [O:1]=[C:2]1[NH:7][C:6]([C:8]2[CH:13]=[CH:12][CH:11]=[CH:10][C:9]=2[O:14][CH2:15][CH3:16])=[N:5][CH:4]=[C:3]1[C:17]([O:19]CC)=O.[NH3:22]>>[O:1]=[C:2]1[NH:7][C:6]([C:8]2[CH:13]=[CH:12][CH:11]=[CH:10][C:9]=2[O:14][CH2:15][CH3:16])=[N:5][CH:4]=[C:3]1[C:17]([NH2:22])=[O:19]. Procedure: A mixture of ethyl 1,6-dihydro-6-oxo-2-(2-ethoxyphenyl)pyrimidine-5-carboxylate (10.0 g.) and aqueous ammonia (120 ml., d = 0.90) was heated in a sealed vessel on a steam bath for 4.5 hours. The solution was partially evaporated and then acidified to pH 3 with 6N hydrochloric acid. The collected solid was washed with water, dried, and recrystallized from N,N-dimethylformamide to give the title compound (6.93 g., 77% yield), m.p. 236°-238°. Starting materials: ClC=1C=C(OC2=C3C(=CC=NC3=C(C=C2OC)NC(CCCN2C(C=3C(C2=O)=CC=CC3)=O)C)C)C=CC1Cl (5-(3,4-dichlorophenoxy)-6-methoxy-4-methyl-8-[(4-phthalimido-1methylbutyl)amino]quinoline), hydrate. Solvent: C(C)O (ethanol). Yields the product NCCCC(C)NC=1C=C(C(=C2C(=CC=NC12)C)OC1=CC(=C(C=C1)Cl)Cl)OC (8-[(4-amino-1-methylbutyl)amino]-5-(3,4-dichlorophenoxy)-6-methoxy-4-methylquinoline). As a reaction SMILES: [Cl:1][C:2]1[CH:3]=[C:4]([CH:36]=[CH:37][C:38]=1[Cl:39])[O:5][C:6]1[C:15]([O:16][CH3:17])=[CH:14][C:13]([NH:18][CH:19]([CH3:34])[CH2:20][CH2:21][CH2:22][N:23]2C(=O)C3=CC=CC=C3C2=O)=[C:12]2[C:7]=1[C:8]([CH3:35])=[CH:9][CH:10]=[N:11]2>C(O)C>[NH2:23][CH2:22][CH2:21][CH2:20][CH:19]([NH:18][C:13]1[CH:14]=[C:15]([O:16][CH3:17])[C:6]([O:5][C:4]2[CH:36]=[CH:37][C:38]([Cl:39])=[C:2]([Cl:1])[CH:3]=2)=[C:7]2[C:12]=1[N:11]=[CH:10][CH:9]=[C:8]2[CH3:35])[CH3:34]. Procedure details: A mixture of 12.2 g of 5-(3,4-dichlorophenoxy)-6-methoxy-4-methyl-8-[(4-phthalimido-1methylbutyl)amino]quinoline (21.6 mM) and 4 ml of 98% hydrazene hydrate in 500 ml of ethanol was refluxed 5 hours. The reaction mixture was evaporated under vacuum and the residue was partitioned between 400 ml of 10% potassium hydroxide and 400 ml of ethyl acetate. The organic layer was washed twice with 300 ml of 10% potassium hydroxide then four times with water, dried with anhydrous sodium sulfate and evapor... Reactants: BrB(Br)Br, CCOC(C)=O, CCOCC, COc1ccc2c(Oc3ccc(OCCN4CCCCC4)cc3)c(-c3ccc(S(C)(=O)=O)c(Cl)c3)ccc2c1, ClCCl, Cl, O. Product: CS(=O)(=O)c1ccc(-c2ccc3cc(O)ccc3c2Oc2ccc(OCCN3CCCCC3)cc2)cc1Cl. Reaction SMILES: [B:41]([Br:42])([Br:43])[Br:44].[CH3:46][CH2:47][O:48][C:49](=[O:50])[CH3:51].[CH3:52][CH2:53][O:54][CH2:55][CH3:56].[Cl:1][c:2]1[cH:3][c:4](-[c:12]2[c:13]([O:24][c:25]3[cH:26][cH:27][c:28]([O:29][CH2:30][CH2:31][N:32]4[CH2:33][CH2:34][CH2:35][CH2:36][CH2:37]4)[cH:38][cH:39]3)[c:14]3[cH:15][cH:16][c:17]([O:22][CH3:23])[cH:18][c:19]3[cH:20][cH:21]2)[cH:5][cH:6][c:7]1[S:8](=[O:9])(=[O:10])[CH3:11].[Cl:57][CH2:58][Cl:59].[ClH:40].[OH2:45]>>[Cl:1][c:2]1[cH:3][c:4](-[c:12]2[c:13]([O:24][c:25]3[cH:26][cH:27][c:28]([O:29][CH2:30][CH2:31][N:32]4[CH2:33][CH2:34][CH2:35][CH2:36][CH2:37]4)[cH:38][cH:39]3)[c:14]3[cH:15][cH:16][c:17]([OH:22])[cH:18][c:19]3[cH:20][cH:21]2)[cH:5][cH:6][c:7]1[S:8](=[O:9])(=[O:10])[CH3:11].